Dataset: the Open Reaction Database (ORD), a public repository of structured organic reaction records. Task: describe an organic reaction: reactants, conditions, products, and yield The reactants are BrCCBr, ClC1CCOCC1, Cl, [Mg], CCCc1c(Cc2ccc(-c3ccccc3C#N)cc2)c(=O)n(C2CCC(=O)CC2)c2ncnn12, C1CCOC1. Yields the product CCCc1c(Cc2ccc(-c3ccccc3C#N)cc2)c(=O)n(C2CCC(O)(C3CCOCC3)CC2)c2ncnn12. RXN SMILES: [Br:9][CH2:10][CH2:11][Br:12].[Cl:2][CH:3]1[CH2:4][CH2:5][O:6][CH2:7][CH2:8]1.[ClH:48].[Mg:1].[O:13]=[c:14]1[n:15]([CH:41]2[CH2:42][CH2:43][C:44](=[O:47])[CH2:45][CH2:46]2)[c:16]2[n:17]([c:18]([CH2:35][CH2:36][CH3:37])[c:19]1[CH2:20][c:21]1[cH:22][cH:23][c:24](-[c:27]3[c:28]([C:33]#[N:34])[cH:29][cH:30][cH:31][cH:32]3)[cH:25][cH:26]1)[n:38][cH:39][n:40]2.[O:49]1[CH2:50][CH2:51][CH2:52][CH2:53]1>>[CH:3]1([C:44]2([OH:47])[CH2:43][CH2:42][CH:41]([n:15]3[c:14](=[O:13])[c:19]([CH2:20][c:21]4[cH:22][cH:23][c:24](-[c:27]5[c:28]([C:33]#[N:34])[cH:29][cH:30][cH:31][cH:32]5)[cH:25][cH:26]4)[c:18]([CH2:35][CH2:36][CH3:37])[n:17]4[c:16]3[n:40][cH:39][n:38]4)[CH2:46][CH2:45]2)[CH2:4][CH2:5][O:6][CH2:7][CH2:8]1. Reactants: C(C)(C)(C)OC(NC1=NC(=C(C=C1)Br)[N+](=O)[O-])=O ((5-Bromo-6-nitro-pyridin-2-yl)-carbamic acid tert-butyl ester), [H-].[Na+] (NaH), [NH4+].[Cl-] (NH4Cl), CI (methyl iodide). Solvent: CN(C)C=O (DMF). Conditions: temperature 0 celsius, time 30 minute. Yields the product C(C)(C)(C)OC(N(C)C1=NC(=C(C=C1)Br)[N+](=O)[O-])=O ((5-Bromo-6-nitro-pyridin-2-yl)-methyl-carbamic acid tert-butyl ester). Isolated yield 94.3%. Reaction SMILES: [C:1]([O:5][C:6](=[O:18])[NH:7][C:8]1[CH:13]=[CH:12][C:11]([Br:14])=[C:10]([N+:15]([O-:17])=[O:16])[N:9]=1)([CH3:4])([CH3:3])[CH3:2].[H-].[Na+].[CH3:21]I.[NH4+].[Cl-]>CN(C=O)C>[C:1]([O:5][C:6](=[O:18])[N:7]([C:8]1[CH:13]=[CH:12][C:11]([Br:14])=[C:10]([N+:15]([O-:17])=[O:16])[N:9]=1)[CH3:21])([CH3:4])([CH3:2])[CH3:3] |f:1.2,4.5|. Reported procedure: To a solution of (5-bromo-6-nitro-pyridin-2-yl)-carbamic acid tert-butyl ester (11) (800 mg, 2.52 mmol) in dry DMF (15 mL), NaH (60% dispersion in mineral oil, 191 mg, 4.53 mmol) was added at 0° C. The resulting mixture was stirred for 30 minutes at 0° C. and methyl iodide (0.23 mL, 3.68 mmol) was then added. After stirring the reaction mixture for 30 minutes at 10° C., saturated aqueous NH4Cl (15 mL) was added. The reaction mixture was extracted with ethyl acetate (3×30 mL). The combined extrac... Reactants: BrCC(=O)OCCC (propyl bromoacetate), [N+](=O)([O-])C=1C=CC2=C(C(=NCC(N2)=O)C2=C(C=CC=C2)Cl)C1 (7-nitro-1,3-dihydro-5-(o-chlorophenyl)-2H-1,4-benzodiazepin-2-one), C[O-].[Na+] (sodium methoxide), CN(C=O)C (dimethylformamide). The solvent is O (water), C1(=CC=CC=C1)C (toluene). Run at time 6 hour. The product is C(CC)OC(CN1C(CN=C(C2=C1C=CC(=C2)[N+](=O)[O-])C2=C(C=CC=C2)Cl)=O)=O (7-nitro-2,3-dihydro-2-oxo-5-(o-chlorophenyl)-1H-1,4-benzodiazepin-1-acetic acid propyl ester). As a reaction SMILES: [N+:1]([C:4]1[CH:5]=[CH:6][C:7]2[NH:13][C:12](=[O:14])[CH2:11][N:10]=[C:9]([C:15]3[CH:20]=[CH:19][CH:18]=[CH:17][C:16]=3[Cl:21])[C:8]=2[CH:22]=1)([O-:3])=[O:2].C[O-].[Na+].CN(C)C=O.Br[CH2:32][C:33]([O:35][CH2:36][CH2:37][CH3:38])=[O:34]>O.C1(C)C=CC=CC=1>[CH2:36]([O:35][C:33](=[O:34])[CH2:32][N:13]1[C:7]2[CH:6]=[CH:5][C:4]([N+:1]([O-:3])=[O:2])=[CH:22][C:8]=2[C:9]([C:15]2[CH:20]=[CH:19][CH:18]=[CH:17][C:16]=2[Cl:21])=[N:10][CH2:11][C:12]1=[O:14])[CH2:37][CH3:38] |f:1.2|. Procedure: A mixture of 0.1 mole of 7-nitro-1,3-dihydro-5-(o-chlorophenyl)-2H-1,4-benzodiazepin-2-one and 0.11 mole of sodium methoxide in about 200 ml. of dimethylformamide is heated at about 95° C. for about 20 minutes. To the mixture is added a solution of 0.11 mole of propyl bromoacetate in about 200 ml. of toluene over a period of about 1 hour at about 95° C., and heating is continued for an additional period of about 6 hours. The reaction mixture is then evaporated in vacuo and the residue thus obtai... Reactants: ClC1=C(OC(C(=O)O)C)C=CC=C1 ((2RS)-2-(2-chlorophenoxy)propionic acid), [Si](C)(C)(C(C)(C)C)O[C@@H]1C=C2C=C[C@@H]([C@@H]([C@H]2[C@H](C1)O)CC[C@@H]1C[C@H](CC(O1)=O)O[Si](C)(C)C(C)(C)C)C ((4R,6R)-6-{(1S,2S,6S,8S,8aR)-2-[1,2,6,7,8,8a-hexahydro-6-t-butyldimethylsilyloxy-8-hydroxy-2-methyl-1-naphthyl]ethyl}tetrahydro-4-t-butyldimethylsilyloxy-2H-pyran-2-one). The product is [Si](C)(C)(C(C)(C)C)O[C@@H]1C=C2C=C[C@@H]([C@@H]([C@H]2[C@H](C1)OC(C(C)OC1=C(C=CC=C1)Cl)=O)CC[C@@H]1C[C@H](CC(O1)=O)O[Si](C)(C)C(C)(C)C)C ((4R,6R)-6-([1S,2S,6S,8S,8aR]-2-{1,2,6,7,8,8a-Hexahydro-6-t-butyldimethylsilyloxy-8-[(2RS)-2-(2-chlorophenoxy)propionyloxy]-2-methyl-1-naphthyl}ethyl)tetrahydro-4-t-butyldimethylsilyloxy-2H-pyran-2-one). Isolated yield 96.9%. Reaction SMILES: [Cl:1][C:2]1[CH:13]=[CH:12][CH:11]=[CH:10][C:3]=1[O:4][CH:5]([CH3:9])[C:6]([OH:8])=[O:7].[Si:14]([O:21][C@H:22]1[CH2:31][C@H:30](O)[C@H:29]2[C:24]([CH:25]=[CH:26][C@H:27]([CH3:50])[C@@H:28]2[CH2:33][CH2:34][C@H:35]2[O:40][C:39](=[O:41])[CH2:38][C@H:37]([O:42][Si:43]([C:46]([CH3:49])([CH3:48])[CH3:47])([CH3:45])[CH3:44])[CH2:36]2)=[CH:23]1)([C:17]([CH3:20])([CH3:19])[CH3:18])([CH3:16])[CH3:15]>>[Si:14]([O:21][C@H:22]1[CH2:31][C@H:30]([O:7][C:6](=[O:8])[CH:5]([O:4][C:3]2[CH:10]=[CH:11][CH:12]=[CH:13][C:2]=2[Cl:1])[CH3:9])[C@H:29]2[C:24]([CH:25]=[CH:26][C@H:27]([CH3:50])[C@@H:28]2[CH2:33][CH2:34][C@H:35]2[O:40][C:39](=[O:41])[CH2:38][C@H:37]([O:42][Si:43]([C:46]([CH3:49])([CH3:48])[CH3:47])([CH3:44])[CH3:45])[CH2:36]2)=[CH:23]1)([C:17]([CH3:18])([CH3:19])[CH3:20])([CH3:16])[CH3:15]. Procedure details: A procedure similar to that described in Example 1, above, was followed, but using 0.72 g of (2RS)-2-(2-chlorophenoxy)propionic acid and 1.0 g of (4R,6R)-6-{(1S,2S,6S,8S,8aR)-2-[1,2,6,7,8,8a-hexahydro-6-t-butyldimethylsilyloxy-8-hydroxy-2-methyl-1-naphthyl]ethyl}tetrahydro-4-t-butyldimethylsilyloxy-2H-pyran-2-one [prepared as described in Example B, above], to give 1.29 g of the title compound as a colorless foam. The product is NCCc1ccc(-n2cnc3cnc4ccccc4c32)cc1. RXN SMILES: [CH2:26]1[O:27][CH2:28][CH2:29][CH2:30]1.[CH3:24][OH:25].[NH3:23].[n:1]1(-[c:14]2[cH:15][cH:16][c:17]([CH2:20][C:21]#[N:22])[cH:18][cH:19]2)[cH:2][n:3][c:4]2[cH:5][n:6][c:7]3[cH:8][cH:9][cH:10][cH:11][c:12]3[c:13]12>>[n:1]1(-[c:14]2[cH:15][cH:16][c:17]([CH2:20][CH2:21][NH2:22])[cH:18][cH:19]2)[cH:2][n:3][c:4]2[cH:5][n:6][c:7]3[cH:8][cH:9][cH:10][cH:11][c:12]3[c:13]12. The reactants are C1CCOC1, CO, N, N#CCc1ccc(-n2cnc3cnc4ccccc4c32)cc1. The reactants are CCSc1nnc(C(=O)O)s1, CCN. The product is CCNC(=O)c1nnc(SCC)s1. RXN SMILES: [CH2:4]([CH3:5])[S:6][c:7]1[n:8][n:9][c:10]([C:12](=[O:13])[OH:14])[s:11]1.[CH3:1][CH2:2][NH2:3]>>[CH3:1][CH2:2][NH:3][C:12]([c:10]1[n:9][n:8][c:7]([S:6][CH2:4][CH3:5])[s:11]1)=[O:13].